This data is from the Open Reaction Database (ORD), a public repository of structured organic reaction records. The task is: describe an organic reaction: reactants, conditions, products, and yield Reactants: [OH-].[Na+] (NaOH), OC1=C(C2=CC=CC=C2C=C1)C1=C(C=CC2=CC=CC=C12)O (2,2′-dihydroxy-1,1′-binaphthyl), C(CCC)Br (n-butyl bromine). The reagents and catalysts are [Br-].C(CCC)[N+](CCCC)(CCCC)CCCC (tetrabutylammonium bromide). Run in O (water), O (water), C(C)O (ethanol). Run at time 4 hour. Product: C(CCC)OC1=C(C2=CC=CC=C2C=C1)C1=C(C=CC2=CC=CC=C12)OCCCC (2,2′-dibutoxy-1,1′-binaphthyl). Isolated yield 92.3%. Reaction SMILES: [OH-].[Na+].[OH:3][C:4]1[CH:13]=[CH:12][C:11]2[C:6](=[CH:7][CH:8]=[CH:9][CH:10]=2)[C:5]=1[C:14]1[C:23]2[C:18](=[CH:19][CH:20]=[CH:21][CH:22]=2)[CH:17]=[CH:16][C:15]=1[OH:24].[CH2:25](Br)[CH2:26][CH2:27][CH3:28]>[Br-].C([N+](CCCC)(CCCC)CCCC)CCC.O.C(O)C>[CH2:25]([O:3][C:4]1[CH:13]=[CH:12][C:11]2[C:6](=[CH:7][CH:8]=[CH:9][CH:10]=2)[C:5]=1[C:14]1[C:23]2[C:18](=[CH:19][CH:20]=[CH:21][CH:22]=2)[CH:17]=[CH:16][C:15]=1[O:24][CH2:13][CH2:4][CH2:5][CH3:6])[CH2:26][CH2:27][CH3:28] |f:0.1,4.5|. Reported procedure: 1.0 g NaOH, 20 ml water and 2.8 g 2,2′-dihydroxy-1,1′-binaphthyl prepared in the step a) of the Example 19 are added to a round bottom flask with the volume of 100 mL and are then stirred to be dissolved, 4.1 g n-butyl bromine, 0.2 g tetrabutylammonium bromide and 10 ml ethanol are dropwise added to the round bottom flask, the temperature of the water bath is maintained at 70° C., and after the reaction is performed for 4 hours, the reaction product is poured, while hot, into 50 g crushed ice, f... Run in CO (methanol), CO (methanol). Reactants: ClC1=CC=C(C=C1)NC(C(OC)=N)C(C)C (methyl 2-(4-chlorophenylamino)-3-methylbutanimidate), O(C1=CC=CC=C1)C=1C=C(CO)C=CC1 (3-phenoxybenzyl alcohol). As a reaction SMILES: [Cl:1][C:2]1[CH:7]=[CH:6][C:5]([NH:8][CH:9]([CH:14]([CH3:16])[CH3:15])[C:10](=[NH:13])[O:11][CH3:12])=[CH:4][CH:3]=1.[O:17]([C:24]1[CH:25]=[C:26]([CH:29]=[CH:30][CH:31]=1)CO)[C:18]1[CH:23]=[CH:22][CH:21]=[CH:20][CH:19]=1>CO>[Cl:1][C:2]1[CH:3]=[CH:4][C:5]([NH:8][CH:9]([CH:14]([CH3:16])[CH3:15])[C:10](=[NH:13])[O:11][CH2:12][C:26]2[CH:29]=[CH:30][CH:31]=[C:24]([O:17][C:18]3[CH:23]=[CH:22][CH:21]=[CH:20][CH:19]=3)[CH:25]=2)=[CH:6][CH:7]=1. Procedure: A solution of 2.25 g (10 mmol) of methyl 2-(4-chlorophenylamino)-3-methylbutanimidate and 4.00 g (20 mmol) of 3-phenoxybenzyl alcohol is heated with continuous removal of methanol. Upon cessation of methanol evolution, there is obtained an oil, 3-phenoxybenzyl 2-(4-chlorophenylamino)-3-methylbutanimidate. Product: ClC1=CC=C(C=C1)NC(C(OCC1=CC(=CC=C1)OC1=CC=CC=C1)=N)C(C)C (3-phenoxybenzyl 2-(4-chlorophenylamino)-3-methylbutanimidate).